This data is from the Open Reaction Database (ORD), a public repository of structured organic reaction records. The task is: describe an organic reaction: reactants, conditions, products, and yield Reaction SMILES: [Br:1][c:2]1[s:3][c:4]([Br:7])[cH:5][cH:6]1.[CH2:8]([Sn:9]([CH2:10][CH2:11][CH2:12][CH3:18])([n:13]1[n:14][cH:15][cH:16][cH:17]1)[CH2:19][CH2:20][CH2:21][CH3:22])[CH2:23][CH2:24][CH3:25].[CH3:26][c:27]1[cH:28][cH:29][cH:30][cH:31][cH:32]1.[cH:33]1[cH:34][cH:35][c:36]([P:37]([Pd:38]([P:39]([c:40]2[cH:41][cH:42][cH:43][cH:44][cH:45]2)([c:46]2[cH:47][cH:48][cH:49][cH:50][cH:51]2)[c:52]2[cH:53][cH:54][cH:55][cH:56][cH:57]2)([P:58]([c:59]2[cH:60][cH:61][cH:62][cH:63][cH:64]2)([c:65]2[cH:66][cH:67][cH:68][cH:69][cH:70]2)[c:71]2[cH:72][cH:73][cH:74][cH:75][cH:76]2)[P:77]([c:78]2[cH:79][cH:80][cH:81][cH:82][cH:83]2)([c:84]2[cH:85][cH:86][cH:87][cH:88][cH:89]2)[c:90]2[cH:91][cH:92][cH:93][cH:94][cH:95]2)([c:96]2[cH:97][cH:98][cH:99][cH:100][cH:101]2)[c:102]2[cH:103][cH:104][cH:105][cH:106][cH:107]2)[cH:108][cH:109]1>>[Br:1][c:2]1[s:3][c:4](-[n:13]2[n:14][cH:15][cH:16][cH:17]2)[cH:5][cH:6]1. Reactants: Brc1ccc(Br)s1, CCCC[Sn](CCCC)(CCCC)n1cccn1, Cc1ccccc1, c1ccc(P(c2ccccc2)(c2ccccc2)[Pd](P(c2ccccc2)(c2ccccc2)c2ccccc2)(P(c2ccccc2)(c2ccccc2)c2ccccc2)P(c2ccccc2)(c2ccccc2)c2ccccc2)cc1. Product: Brc1ccc(-n2cccn2)s1. The reactants are O=C1CCC(=O)N1Br, CCn1ccc2c(C)nc3c(Br)cnn3c21, ClC(Cl)Cl. Product: CCn1c(Br)cc2c(C)nc3c(Br)cnn3c21. Reaction SMILES: [Br:1][N:2]1[C:3](=[O:4])[CH2:5][CH2:6][C:7]1=[O:8].[Br:9][c:10]1[cH:11][n:12][n:13]2[c:14]1[n:15][c:16]([CH3:24])[c:17]1[c:18]2[n:19]([CH2:22][CH3:23])[cH:20][cH:21]1.[CH:25]([Cl:26])([Cl:27])[Cl:28]>>[Br:1][c:20]1[n:19]([CH2:22][CH3:23])[c:18]2[n:13]3[n:12][cH:11][c:10]([Br:9])[c:14]3[n:15][c:16]([CH3:24])[c:17]2[cH:21]1. Reactants: Cl(=O)(=O)(=O)[O-].N[N+]1=C(C=CC=C1)C(=O)OCC (1-amino-2-carbethoxy-pyridinium perchlorate), P(=O)(Cl)(Cl)Cl (phosphorus oxychloride), CNC(C)=O (N-methyl-acetamide), Cl(=O)(=O)(=O)[O-].[Na+] (sodium perchlorate). Isolated yield 83.0%. The product is Cl(=O)(=O)(=O)[O-].CC1[N+](N2C(=CN1C)C=CC=C2)=O (2,3-dimethyl-1-oxo-pyrido[2,1-f]-as-triazinium perchlorate). Reported procedure: To a solution of 12 g (45 millimoles) of 1-amino-2-carbethoxy-pyridinium perchlorate in 25 ml of N-methyl-acetamide 20 ml of phosphorus oxychloride are added at 90° C. The reaction mixture is allowed to stand for an hour, thereafter poured onto ice, the aqueous solution is saturated with sodium perchlorate and the separated product is filtered off. 10.3 g (83%) of 2,3-dimethyl-1-oxo-pyrido[2,1-f]-as-triazinium perchlorate are obtained. As a reaction SMILES: [Cl:1]([O-:5])(=[O:4])(=[O:3])=[O:2].[NH2:6][N+:7]1[CH:12]=[CH:11][CH:10]=[CH:9][C:8]=1[C:13](OCC)=O.P(Cl)(Cl)(Cl)=O.Cl([O-])(=O)(=O)=[O:24].[Na+].[CH3:29][NH:30][C:31](=O)[CH3:32]>>[Cl:1]([O-:5])(=[O:4])(=[O:3])=[O:2].[CH3:32][CH:31]1[N:30]([CH3:29])[CH:13]=[C:8]2[CH:9]=[CH:10][CH:11]=[CH:12][N:7]2[N+:6]1=[O:24] |f:0.1,3.4,6.7|. Reactants: C(C)(=O)C=1OC2=C(C1C(=O)NC)C=C(C(=C2)N(S(=O)(=O)C)C)C=2C=CC1=C(C=3N(C=4C=CC=C(C4C3)F)CO1)N2 (2-acetyl-5-(11-fluoro-6H-pyrido[2′,3′:5,6][1,3]oxazino[3,4-a]indol-2-yl)-N-methyl-6-(N-methylmethylsulfonamido)benzofuran-3-carboxamide), Cl.CON (O-methylhydroxylamine hydrochloride). The reagents and catalysts are N1=CC=CC=C1 (pyridine). Solvent: C(C)O (ethanol). Reaction conditions: temperature 70 celsius, time 2 hour. Yields the product FC=1C=2C=C3N(C2C=CC1)COC1=C3N=C(C=C1)C=1C(=CC3=C(C(=C(O3)/C(/C)=N/OC)C(=O)NC)C1)N(S(=O)(=O)C)C ((E)-5-(11-fluoro-6H-pyrido[2′,3′:5,6][1,3]oxazino[3,4-a]indol-2-yl)-2-(1-(methoxyimino)ethyl)-N-methyl-6-(N-methylmethylsulfonamido)benzofuran-3-carboxamide). Isolated yield 38.4%. Reaction SMILES: [C:1]([C:4]1[O:5][C:6]2[CH:16]=[C:15]([N:17]([CH3:22])[S:18]([CH3:21])(=[O:20])=[O:19])[C:14]([C:23]3[CH:24]=[CH:25][C:26]4[O:39][CH2:38][N:29]5[C:30]6[CH:31]=[CH:32][CH:33]=[C:34]([F:37])[C:35]=6[CH:36]=[C:28]5[C:27]=4[N:40]=3)=[CH:13][C:7]=2[C:8]=1[C:9]([NH:11][CH3:12])=[O:10])(=O)[CH3:2].Cl.[CH3:42][O:43][NH2:44]>C(O)C.N1C=CC=CC=1>[F:37][C:34]1[C:35]2[CH:36]=[C:28]3[C:27]4[N:40]=[C:23]([C:14]5[C:15]([N:17]([CH3:22])[S:18]([CH3:21])(=[O:19])=[O:20])=[CH:16][C:6]6[O:5][C:4](/[C:1](=[N:44]/[O:43][CH3:42])/[CH3:2])=[C:8]([C:9]([NH:11][CH3:12])=[O:10])[C:7]=6[CH:13]=5)[CH:24]=[CH:25][C:26]=4[O:39][CH2:38][N:29]3[C:30]=2[CH:31]=[CH:32][CH:33]=1 |f:1.2|. Procedure details: To a solution compound 2-acetyl-5-(11-fluoro-6H-pyrido[2′,3′:5,6][1,3]oxazino[3,4-a]indol-2-yl)-N-methyl-6-(N-methylmethylsulfonamido)benzofuran-3-carboxamide (50 mg, 0.088 mmol) in ethanol (1.5 mL) was added O-methylhydroxylamine hydrochloride (25 mg, 0.26 mmol) and 2 drops pyridine. The resulting mixture was stirred at 70° C. for 2 hours. The solvent was removed under reduced pressure and the residue was purified by prep-HPLC to give the product of (E)-5-(11-fluoro-6H-pyrido[2′,3′:5,6][1,3]oxa... Starting materials: COC=1C=C(CNN)C=CC1 (3-methoxybenzylhydrazine), C(C=C)#N (acrylonitrile), methanolic solution, OCC[N+](C)(C)C (choline), Cl (hydrochloric acid), [OH-].[Na+] (sodium hydroxide). The product is Cl.COC=1C=C(CN2N=C(CC2)N)C=CC1 (1-(3'-methoxybenzyl)-3-amino-2-pyrazoline hydrochloride). RXN SMILES: [CH3:1][O:2][C:3]1[CH:4]=[C:5]([CH:9]=[CH:10][CH:11]=1)[CH2:6][NH:7][NH2:8].[C:12](#[N:15])[CH:13]=[CH2:14].OCC[N+](C)(C)C.[ClH:23].[OH-].[Na+]>>[ClH:23].[CH3:1][O:2][C:3]1[CH:4]=[C:5]([CH:9]=[CH:10][CH:11]=1)[CH2:6][N:7]1[CH2:14][CH2:13][C:12]([NH2:15])=[N:8]1 |f:4.5,6.7|. Procedure details: A mixture of 3-methoxybenzylhydrazine (15.2 g), acrylonitrile (10.6 g) and 20 drops of 50% methanolic solution of choline base was heated at 110° in an oil bath for 1 hour. A 25% hydrochloric acid solution (35 ml) was added and the mixture was refluxed for an additional hour. After cooling, the mixture was basified with sodium hydroxide pellets. The precipitate was isolated, washed with water and dried. A solution of the dried product in ethanol was treated with ethereal hydrochloric acid to giv... The reactants are ClCCl, CCOC(C)=O, Cc1ccccc1, OCc1ccc2c(c1)Sc1ccc(F)cc1C=C2, O=[Cr](=O)([O-])Cl, c1cc[nH+]cc1. Product: O=Cc1ccc2c(c1)Sc1ccc(F)cc1C=C2. Reaction SMILES: [CH2:36]([Cl:37])[Cl:38].[CH3:30][CH2:31][O:32][C:33](=[O:34])[CH3:35].[CH3:39][c:40]1[cH:41][cH:42][cH:43][cH:44][cH:45]1.[F:1][c:2]1[cH:3][c:4]2[c:5]([cH:17][cH:18]1)[S:6][c:7]1[c:8]([cH:11][cH:12][c:13]([CH2:15][OH:16])[cH:14]1)[CH:9]=[CH:10]2.[O:19]=[Cr:20]([Cl:21])([O-:22])=[O:23].[nH+:24]1[cH:25][cH:26][cH:27][cH:28][cH:29]1>>[F:1][c:2]1[cH:3][c:4]2[c:5]([cH:17][cH:18]1)[S:6][c:7]1[c:8]([cH:11][cH:12][c:13]([CH:15]=[O:16])[cH:14]1)[CH:9]=[CH:10]2. The product is OC1=C(C(=O)OC)C=CC=C1NC(C1=CC=C(C=C1)C1=CC=NC=C1)=O (methyl 2-hydroxy-3-(4-(pyridin-4-yl)benzamido)benzoate). Procedure: Thionyl chloride (10 mL) was added to 4-(pyridin-4-yl)benzoic acid (1.6 g, 8 mmol) and the mixture was stirred under reflux overnight. The solvent was evaporated under reduced pressure and the residue was dried in vacuum giving 4-(pyridin-3-yl)benzoyl chloride. To a solution of methyl 3-amino-2-hydroxybenzoate (1 g, 6 mmol) and pyridine (480 mg, 6 mmol) in toluene (50 mL) was added 4-(pyridin-3-yl)benzoyl chloride (1.3 g, 6 mmol) portion wise at 0° C. and then stirred at 70° C. for 4 h. The resu... Run in C1(=CC=CC=C1)C (toluene). Yield: 71.8%. As a reaction SMILES: [NH2:1][C:2]1[C:3]([OH:12])=[C:4]([CH:9]=[CH:10][CH:11]=1)[C:5]([O:7][CH3:8])=[O:6].[N:13]1[CH:18]=[CH:17][CH:16]=[CH:15][CH:14]=1.N1C=CC=C([C:25]2[CH:33]=[CH:32][C:28]([C:29](Cl)=[O:30])=[CH:27][CH:26]=2)C=1>C1(C)C=CC=CC=1>[OH:12][C:3]1[C:2]([NH:1][C:29](=[O:30])[C:28]2[CH:32]=[CH:33][C:25]([C:16]3[CH:17]=[CH:18][N:13]=[CH:14][CH:15]=3)=[CH:26][CH:27]=2)=[CH:11][CH:10]=[CH:9][C:4]=1[C:5]([O:7][CH3:8])=[O:6]. Reaction conditions: temperature 70 celsius, time 4 hour. The reactants are NC=1C(=C(C(=O)OC)C=CC1)O (methyl 3-amino-2-hydroxybenzoate), N1=CC=CC=C1 (pyridine), N1=CC(=CC=C1)C1=CC=C(C(=O)Cl)C=C1 (4-(pyridin-3-yl)benzoyl chloride). The reactants are [BH3-]C#N, CCOC(=O)c1cc(N)nn1C, Cc1onc(-c2ccccn2)c1C=O, CC(=O)O, CO, Cl, [Na+]. Yields the product CCOC(=O)c1cc(NCc2c(-c3ccccn3)noc2C)nn1C. RXN SMILES: [C:32]([BH3-:33])#[N:34].[CH2:16]([CH3:17])[O:18][C:19](=[O:20])[c:21]1[n:22]([CH3:27])[n:23][c:24]([NH2:26])[cH:25]1.[CH3:1][c:2]1[c:3]([CH:13]=[O:14])[c:4](-[c:7]2[n:8][cH:9][cH:10][cH:11][cH:12]2)[n:5][o:6]1.[CH3:28][C:29](=[O:30])[OH:31].[CH3:36][OH:37].[ClH:15].[Na+:35]>>[CH3:1][c:2]1[c:3]([CH2:13][NH:26][c:24]2[n:23][n:22]([CH3:27])[c:21]([C:19]([O:18][CH2:16][CH3:17])=[O:20])[cH:25]2)[c:4](-[c:7]2[n:8][cH:9][cH:10][cH:11][cH:12]2)[n:5][o:6]1. Reactants: ClCCl, CC(=O)OC(C)=O, CN(C)c1ccncc1, CC1(C)OC2C(CO)OC(n3cnc4c(Cl)ncnc43)C2O1, c1ccncc1. Yields the product CC(=O)OCC1OC(n2cnc3c(Cl)ncnc32)C2OC(C)(C)OC12. As a reaction SMILES: [CH2:45]([Cl:46])[Cl:47].[CH3:29][C:30](=[O:31])[O:32][C:33](=[O:34])[CH3:35].[CH3:36][N:37]([CH3:38])[c:39]1[cH:40][cH:41][n:42][cH:43][cH:44]1.[Cl:1][c:2]1[c:3]2[n:4][cH:5][n:6]([CH:11]3[O:12][CH:13]([CH2:21][OH:22])[CH:14]4[CH:15]3[O:16][C:17]([CH3:19])([CH3:20])[O:18]4)[c:7]2[n:8][cH:9][n:10]1.[cH:23]1[cH:24][cH:25][n:26][cH:27][cH:28]1>>[Cl:1][c:2]1[c:3]2[n:4][cH:5][n:6]([CH:11]3[O:12][CH:13]([CH2:21][O:22][C:30]([CH3:29])=[O:31])[CH:14]4[CH:15]3[O:16][C:17]([CH3:19])([CH3:20])[O:18]4)[c:7]2[n:8][cH:9][n:10]1. Starting materials: CCCC[N+](CCCC)(CCCC)CCCC.[F-] (TBAF), CN1N=CC(=C1)C=1C=CC=2N(N1)C(=CN2)C(O)C2=CC1=C(N(C=N1)COCC[Si](C)(C)C)C=C2 ((rac)-[6-(1-Methyl-1H-pyrazol-4-yl)-imidazo[1,2-b]pyridazin-3-yl]-[1-(2-trimethylsilanyl-ethoxymethyl)-1H-benzoimidazol-5-yl]-methanol). The solvent is C1CCOC1 (THF). The product is N1C=NC2=C1C=CC(=C2)C(O)C2=CN=C1N2N=C(C=C1)C=1C=NN(C1)C ((rac)-(1H-Benzoimidazol-5-yl)-[6-(1-methyl-1H-pyrazol-4-yl)-imidazo[1,2-b]pyridazin-3-yl]-methanol). As a reaction SMILES: CCCC[N+](CCCC)(CCCC)CCCC.[F-].[CH3:19][N:20]1[CH:24]=[C:23]([C:25]2[CH:26]=[CH:27][C:28]3[N:29]([C:31]([CH:34]([C:36]4[CH:52]=[CH:51][C:39]5[N:40](COCC[Si](C)(C)C)[CH:41]=[N:42][C:38]=5[CH:37]=4)[OH:35])=[CH:32][N:33]=3)[N:30]=2)[CH:22]=[N:21]1>C1COCC1>[NH:40]1[C:39]2[CH:51]=[CH:52][C:36]([CH:34]([C:31]3[N:29]4[N:30]=[C:25]([C:23]5[CH:22]=[N:21][N:20]([CH3:19])[CH:24]=5)[CH:26]=[CH:27][C:28]4=[N:33][CH:32]=3)[OH:35])=[CH:37][C:38]=2[N:42]=[CH:41]1 |f:0.1|. Procedure details: TBAF (1 M, 200 uL) was added to (rac)-[6-(1-Methyl-1H-pyrazol-4-yl)-imidazo[1,2-b]pyridazin-3-yl]-[1-(2-trimethylsilanyl-ethoxymethyl)-1H-benzoimidazol-5-yl]-methanol (Stage 162.2, 42 mg, 0.088 mmol) dissolved in THF (3 ml). The reaction mixture was heated at reflux for 1 h. After evaporation of the solvent, the residue was taken into EtOAc and washed with saturated aqueous sodium carbonate. The aqueous phase was again extracted with EtOAc (3×) and combined organic layers were dried on Na2SO4. A...